Dataset: the Open Reaction Database (ORD), a public repository of structured organic reaction records. Task: describe an organic reaction: reactants, conditions, products, and yield Yields the product OCC1=C(C=C(C=C1C(C)C)C(F)(F)F)C=1C=CC(=NC1)C(=O)NCCC(=O)OCC (Ethyl 3-(5-(2-(hydroxymethyl)-3-isopropyl-5-(trifluoromethyl)phenyl)picolinamido)propanoate). Run in C1CCOC1 (THF), CO (MeOH). The reactants are C(=O)C1=C(C=C(C=C1C(=C)C)C(F)(F)F)C=1C=CC(=NC1)C(=O)NCCC(=O)OCC (ethyl 3-(5-(2-formyl-3-(prop-1-en-2-yl)-5-(trifluoromethyl)phenyl)picolinamido)propanoate). Reaction SMILES: [CH:1]([C:3]1[C:8]([C:9]([CH3:11])=[CH2:10])=[CH:7][C:6]([C:12]([F:15])([F:14])[F:13])=[CH:5][C:4]=1[C:16]1[CH:17]=[CH:18][C:19]([C:22]([NH:24][CH2:25][CH2:26][C:27]([O:29][CH2:30][CH3:31])=[O:28])=[O:23])=[N:20][CH:21]=1)=[O:2]>C1COCC1.CO>[OH:2][CH2:1][C:3]1[C:8]([CH:9]([CH3:11])[CH3:10])=[CH:7][C:6]([C:12]([F:14])([F:13])[F:15])=[CH:5][C:4]=1[C:16]1[CH:17]=[CH:18][C:19]([C:22]([NH:24][CH2:25][CH2:26][C:27]([O:29][CH2:30][CH3:31])=[O:28])=[O:23])=[N:20][CH:21]=1. Reported procedure: A solution of ethyl 3-(5-(2-formyl-3-(prop-1-en-2-yl)-5-(trifluoromethyl)phenyl)picolinamido)propanoate (150.1 mg, 0.35 mmol) in THF (5 mL) and MeOH (25 mL) was hydrogenated substituting H-Cube (10 Bar H2) at 40° C. at a flow rate of 1 mL/min. The resulting solution was concentrated to yield the title compound. The reactants are ice, [I-].C(C)(C)(C)OC(=O)NC1[C@@H]2N(C(=C(CS2)C=CS[CH2+]2N(C=CC=C2)C)C(=O)OC(C2=CC=CC=C2)C2=CC=CC=C2)C1=O (benzhydryl 7-tertbutoxycarbonylamino-3-[2-(1-methyl-2-pyridinio)thiovinyl]-3-cephem-4-carboxylate iodide), FC(C(=O)O)(F)F (trifluoroacetic acid), C(C)(C)OC(C)C (diisopropylether). Run in C(Cl)Cl (methylenechloride), C1(=CC=CC=C1)OC (anisole). Reaction conditions: time 2 hour. The product is FC(C(=O)O)(F)F (trifluoroacetic acid), I.NC1[C@@H]2N(C(=C(CS2)C=CS[CH2+]2N(C=CC=C2)C)C(=O)[O-])C1=O (7-amino-3-[2-(1-methyl-2-pyridinio)thiovinyl]-3-cephem-4-carboxylate hydriodide). RXN SMILES: [I-:1].C(OC([NH:9][CH:10]1[C:43](=[O:44])[N:12]2[C:13]([C:27]([O:29]C(C3C=CC=CC=3)C3C=CC=CC=3)=[O:28])=[C:14]([CH:17]=[CH:18][S:19][CH2+:20]3[CH:25]=[CH:24][CH:23]=[CH:22][N:21]3[CH3:26])[CH2:15][S:16][C@H:11]12)=O)(C)(C)C.[F:45][C:46]([F:51])([F:50])[C:47]([OH:49])=[O:48].C(OC(C)C)(C)C>C(Cl)Cl.C1(OC)C=CC=CC=1>[F:45][C:46]([F:51])([F:50])[C:47]([OH:49])=[O:48].[IH:1].[NH2:9][CH:10]1[C:43](=[O:44])[N:12]2[C:13]([C:27]([O-:29])=[O:28])=[C:14]([CH:17]=[CH:18][S:19][CH2+:20]3[CH:25]=[CH:24][CH:23]=[CH:22][N:21]3[CH3:26])[CH2:15][S:16][C@H:11]12 |f:0.1,7.8|. Procedure: To a ice-cooled solution of benzhydryl 7-tertbutoxycarbonylamino-3-[2-(1-methyl-2-pyridinio)thiovinyl]-3-cephem-4-carboxylate iodide (trans isomer) (5.0 g) in methylenechloride (15 ml) and anisole (20 ml) was dropwise added to trifluoroacetic acid (40 ml). The mixture was stirred under same condition for 2 hours. The reaction mixture was poured into diisopropylether and the resultant precipitate was collected by filtration to give trifluoroacetic acid salt of 7-amino-3-[2-(1-methyl-2-pyridinio)t... Starting materials: NCC1=CC=C(O1)CO ((5-aminomethyl-2-furanyl)methanol), ClC1=C(C=CC=C1Cl)S(=O)(=O)NC1=NC=CN=C1Cl (2,3-dichloro-N-(3-chloro-2-pyrazinyl)benzenesulphonamide). Product: NCC1=CC=C(O1)COC=1C(=NC=CN1)NS(=O)(=O)C1=C(C(=CC=C1)Cl)Cl (N-(3-(5-Aminomethyl-2-furanylmethoxy)-2-pyrazinyl)-2,3-dichlorobenzenesulphonamide). As a reaction SMILES: [NH2:1][CH2:2][C:3]1[O:7][C:6]([CH2:8][OH:9])=[CH:5][CH:4]=1.[Cl:10][C:11]1[C:16]([Cl:17])=[CH:15][CH:14]=[CH:13][C:12]=1[S:18]([NH:21][C:22]1[C:27](Cl)=[N:26][CH:25]=[CH:24][N:23]=1)(=[O:20])=[O:19]>>[NH2:1][CH2:2][C:3]1[O:7][C:6]([CH2:8][O:9][C:27]2[C:22]([NH:21][S:18]([C:12]3[CH:13]=[CH:14][CH:15]=[C:16]([Cl:17])[C:11]=3[Cl:10])(=[O:20])=[O:19])=[N:23][CH:24]=[CH:25][N:26]=2)=[CH:5][CH:4]=1. Procedure: Prepared by the method of Example 28 using (5-aminomethyl-2-furanyl)methanol (0.2 g) and 2,3-dichloro-N-(3-chloro-2-pyrazinyl)benzenesulphonamide (Example 28) (0.3 g). Purified by silica gel chromatography eluting with methanol/dichloromethane mixtures. Yield 0.2 g. Starting materials: O=C([O-])O, CN(C)C=O, ClP(Cl)Cl, [Na+], O, CCc1nc(-c2ccc(OC)c(OC)c2)n(O)c1-c1cccnc1. The product is CCc1nc(-c2ccc(OC)c(OC)c2)[nH]c1-c1cccnc1. Reaction SMILES: [C:30](=[O:31])([OH:32])[O-:33].[CH3:35][N:36]([CH3:37])[CH:38]=[O:39].[Cl:25][P:26]([Cl:27])[Cl:28].[Na+:34].[OH2:29].[OH:1][n:2]1[c:3](-[c:15]2[cH:16][c:17]([O:23][CH3:24])[c:18]([O:21][CH3:22])[cH:19][cH:20]2)[n:4][c:5]([CH2:13][CH3:14])[c:6]1-[c:7]1[cH:8][n:9][cH:10][cH:11][cH:12]1>>[nH:2]1[c:3](-[c:15]2[cH:16][c:17]([O:23][CH3:24])[c:18]([O:21][CH3:22])[cH:19][cH:20]2)[n:4][c:5]([CH2:13][CH3:14])[c:6]1-[c:7]1[cH:8][n:9][cH:10][cH:11][cH:12]1. The reactants are S1C(=CC=C1)C(=O)NCC(=O)O (N-(2-thienylcarbonyl)glycine), COC1=CC=CC(=N1)C=O (6-methoxy-2-pyridinecarboxaldehyde), C(C)(=O)[O-].[Na+] (sodium acetate), C(C)(=O)OC(C)=O (acetic anhydride). The solvent is O (water). Conditions: temperature 90 celsius. Yields the product COC1=CC=CC(=N1)C=C1N=C(OC1=O)C=1SC=CC1 (4-((6-Methoxy-2-pyridinyl)methylene)-2-(2-thienyl)-5(4H)-oxazolone). The yield is 44.2%. Reaction SMILES: [S:1]1[CH:5]=[CH:4][CH:3]=[C:2]1[C:6]([NH:8][CH2:9][C:10]([OH:12])=[O:11])=O.[CH3:13][O:14][C:15]1[N:20]=[C:19]([CH:21]=O)[CH:18]=[CH:17][CH:16]=1.C([O-])(=O)C.[Na+].C(OC(=O)C)(=O)C>O>[CH3:13][O:14][C:15]1[N:20]=[C:19]([CH:21]=[C:9]2[C:10](=[O:11])[O:12][C:6]([C:2]3[S:1][CH:5]=[CH:4][CH:3]=3)=[N:8]2)[CH:18]=[CH:17][CH:16]=1 |f:2.3|. Reported procedure: To a screw-capped test tube, N-(2-thienylcarbonyl)glycine (56 mg, 0.3 mmol), 6-methoxy-2-pyridinecarboxaldehyde (46 mg, 0.3 mmol), sodium acetate (25 mg, 0.3 mmol) and acetic anhydride (0.3 mL) were added. The test tube was sealed, and it was then stirred at an external temperature of 90° C. Three hours later, the temperature of the reaction solution was returned to room temperature, and water (1.5 mL) was then added thereto. The obtained mixture was stirred at the same temperature as described ...